This data is from the Open Reaction Database (ORD), a public repository of structured organic reaction records. The task is: describe an organic reaction: reactants, conditions, products, and yield Starting materials: CC(=O)NC(Cc1ccc([N+](=O)[O-])cc1)C(=O)NCC(=O)OCc1ccccc1, CO, O=[Pt]=O. Yields the product CC(=O)NC(Cc1ccc(N)cc1)C(=O)NCC(=O)OCc1ccccc1. RXN SMILES: [CH2:1]([c:2]1[cH:3][cH:4][cH:5][cH:6][cH:7]1)[O:8][C:9]([CH2:10][NH:11][C:12]([CH:13]([NH:14][C:15]([CH3:16])=[O:17])[CH2:18][c:19]1[cH:20][cH:21][c:22]([N+:25]([O-:26])=[O:27])[cH:23][cH:24]1)=[O:28])=[O:29].[CH3:30][OH:31].[Pt:32](=[O:33])=[O:34]>>[CH2:1]([c:2]1[cH:3][cH:4][cH:5][cH:6][cH:7]1)[O:8][C:9]([CH2:10][NH:11][C:12]([CH:13]([NH:14][C:15]([CH3:16])=[O:17])[CH2:18][c:19]1[cH:20][cH:21][c:22]([NH2:25])[cH:23][cH:24]1)=[O:28])=[O:29].